Task: describe an organic reaction: reactants, conditions, products, and yield. Dataset: the Open Reaction Database (ORD), a public repository of structured organic reaction records Starting materials: COC=1C=C(C=CC1OC)C1=C(C(=NN1)C)N (5-(3,4-Dimethoxyphenyl)-3-methyl-1H-pyrazol-4-ylamine), C(C1=CC=CC=C1)(=O)Cl (benzoyl chloride). Yields the product COC=1C=C(C=CC1OC)C1=C(C(=NN1)C)NC(C1=CC=CC=C1)=O (N-[5-(3,4-Dimethoxyphenyl)-3-methyl-1H-pyrazol-4-yl]benzamide). Reaction SMILES: [CH3:1][O:2][C:3]1[CH:4]=[C:5]([C:11]2[NH:15][N:14]=[C:13]([CH3:16])[C:12]=2[NH2:17])[CH:6]=[CH:7][C:8]=1[O:9][CH3:10].[C:18](Cl)(=[O:25])[C:19]1[CH:24]=[CH:23][CH:22]=[CH:21][CH:20]=1>>[CH3:1][O:2][C:3]1[CH:4]=[C:5]([C:11]2[NH:15][N:14]=[C:13]([CH3:16])[C:12]=2[NH:17][C:18](=[O:25])[C:19]2[CH:24]=[CH:23][CH:22]=[CH:21][CH:20]=2)[CH:6]=[CH:7][C:8]=1[O:9][CH3:10]. Procedure details: The preparation took place in analogy with Example 15a), starting with 500 mg of 5-(3,4-dimethoxyphenyl)-3-methyl-1H-pyrazol-4-ylamine (44) and 280 μl of benzoyl chloride. The following was obtained: 45 Starting materials: COC(=O)CCc1conc1-c1ccc(F)c(Br)c1, CC(C)C[Al+]CC(C)C, Cl, [H-], C1CCOC1. The product is OCCCc1conc1-c1ccc(F)c(Br)c1. As a reaction SMILES: [Br:1][c:2]1[cH:3][c:4](-[c:9]2[n:10][o:11][cH:12][c:13]2[CH2:14][CH2:15][C:16](=[O:17])[O:18][CH3:19])[cH:5][cH:6][c:7]1[F:8].[CH2:21]([Al+:22][CH2:23][CH:24]([CH3:25])[CH3:26])[CH:27]([CH3:28])[CH3:29].[ClH:30].[H-:20].[O:31]1[CH2:32][CH2:33][CH2:34][CH2:35]1>>[Br:1][c:2]1[cH:3][c:4](-[c:9]2[n:10][o:11][cH:12][c:13]2[CH2:14][CH2:15][CH2:16][OH:17])[cH:5][cH:6][c:7]1[F:8]. Reactants: CC=1C(=C(C(=O)OCC)C=CC1)C=1OC=CN1 (ethyl 3-methyl-2-(oxazol-2-yl)benzoate), [OH-].[Na+] (NaOH). Solvent: CO (MeOH). The product is CC=1C(=C(C(=O)O)C=CC1)C=1OC=CN1 (3-methyl-2-(oxazol-2-yl)benzoic acid). Yield: 99.1%. Reaction SMILES: [CH3:1][C:2]1[C:3]([C:13]2[O:14][CH:15]=[CH:16][N:17]=2)=[C:4]([CH:10]=[CH:11][CH:12]=1)[C:5]([O:7]CC)=[O:6].[OH-].[Na+]>CO>[CH3:1][C:2]1[C:3]([C:13]2[O:14][CH:15]=[CH:16][N:17]=2)=[C:4]([CH:10]=[CH:11][CH:12]=1)[C:5]([OH:7])=[O:6] |f:1.2|. Procedure: To the title compound of step A (166 mg, 0.72 mmol) was added MeOH (7.2 mL) and 1M NaOH(aq) (7.2 mL). MeOH was evaporated and then 1 M HCl(aq) was added. To the solution was added DCM and the aqueous was extracted with DCM (3×). The combined organic layers were dried over MgSO4, filtered and evaporated to give the title compound (145 mg). MS (ESI) mass calcd. for C11H9NO3, 203.1. m/z found 204.1 [M+H]+. 1H NMR (400 MHz, DMSO-d6) δ 8.20 (s, 1H), 7.79-7.68 (m, 1H), 7.65-7.49 (m, 2H), 7.35 (s, 1H),... Starting materials: CN(C)C=Nc1ccc([N+](=O)[O-])cc1C#N, C1=CCCCC1, CO. The product is CN(C)C=Nc1ccc(N)cc1C#N. As a reaction SMILES: [C:1](#[N:2])[c:3]1[c:4]([N:12]=[CH:13][N:14]([CH3:15])[CH3:16])[cH:5][cH:6][c:7]([N+:9]([O-:10])=[O:11])[cH:8]1.[CH2:17]1[CH2:18][CH:19]=[CH:20][CH2:21][CH2:22]1.[CH3:23][OH:24]>>[C:1](#[N:2])[c:3]1[c:4]([N:12]=[CH:13][N:14]([CH3:15])[CH3:16])[cH:5][cH:6][c:7]([NH2:9])[cH:8]1. Reactants: Cl.FC(COC1=CC=C(C=N1)C(C)N)(F)F ((−)-1-(6-(2,2,2-trifluoroethoxy)pyridin-3-yl)ethanamine hydrochloride), NC1=NC=CC(=N1)C(=O)O (2-aminopyrimidine-4-carboxylic acid). The product is NC1=NC=CC(=N1)C(=O)NC(C)C=1C=NC(=CC1)OCC(F)(F)F (2-amino-N-(1-(6-(2,2,2-trifluoroethoxy)pyridin-3-yl)ethyl)pyrimidine-4-carboxamide). Yield: 80.0%. Reaction SMILES: Cl.[F:2][C:3]([F:16])([F:15])[CH2:4][O:5][C:6]1[N:11]=[CH:10][C:9]([CH:12]([NH2:14])[CH3:13])=[CH:8][CH:7]=1.[NH2:17][C:18]1[N:23]=[C:22]([C:24](O)=[O:25])[CH:21]=[CH:20][N:19]=1>>[NH2:17][C:18]1[N:23]=[C:22]([C:24]([NH:14][CH:12]([C:9]2[CH:10]=[N:11][C:6]([O:5][CH2:4][C:3]([F:2])([F:15])[F:16])=[CH:7][CH:8]=2)[CH3:13])=[O:25])[CH:21]=[CH:20][N:19]=1 |f:0.1|. Reported procedure: The title compound is prepared in 80% yield (98 mg, a white solid) from (−)-1-(6-(2,2,2-trifluoroethoxy)pyridin-3-yl)ethanamine hydrochloride (92 mg, 0.36 mmol, Amine-1, single enantiomer) and 2-aminopyrimidine-4-carboxylic acid (50 mg, 0.36 mmol) by the similar manner in Step-1 of Example 8.